Dataset: the Open Reaction Database (ORD), a public repository of structured organic reaction records. Task: describe an organic reaction: reactants, conditions, products, and yield Reactants: CS(N)(=O)=O, CN(C)c1ccccn1, O=Cc1cccc(C(=O)O)c1, C(=NC1CCCCC1)=NC1CCCCC1, ClCCl, C1CCOC1. Product: CS(=O)(=O)NC(=O)c1cccc(C=O)c1. Reaction SMILES: [CH3:12][S:13](=[O:14])(=[O:15])[NH2:16].[CH3:17][N:18]([c:19]1[cH:20][cH:21][cH:22][cH:23][n:24]1)[CH3:25].[CH:1](=[O:2])[c:3]1[cH:4][c:5]([C:6](=[O:7])[OH:8])[cH:9][cH:10][cH:11]1.[CH:26]1([N:27]=[C:28]=[N:29][CH:30]2[CH2:31][CH2:32][CH2:33][CH2:34][CH2:35]2)[CH2:36][CH2:37][CH2:38][CH2:39][CH2:40]1.[Cl:46][CH2:47][Cl:48].[O:41]1[CH2:42][CH2:43][CH2:44][CH2:45]1>>[CH:1](=[O:2])[c:3]1[cH:4][c:5]([C:6](=[O:7])[NH:16][S:13]([CH3:12])(=[O:14])=[O:15])[cH:9][cH:10][cH:11]1. The reactants are [N+](=O)([O-])C=1C=C2C=3C=C(N=CC3NC2=CC1)C(=O)OCC (ethyl 6-nitro-9H-β-carboline-3-carboxylate), ClC=1C=C(CCl)C=CC1 (3-chlorobenzyl chloride). Yields the product ClC=1C=C(CN2C3=CC=C(C=C3C=3C=C(N=CC23)C(=O)OCC)[N+](=O)[O-])C=CC1 (Ethyl 9-(3-chlorobenzyl)-6-nitro-9H-β-carboline-3-carboxylate). Reaction SMILES: [N+:1]([C:4]1[CH:5]=[C:6]2[C:14](=[CH:15][CH:16]=1)[NH:13][C:12]1[CH:11]=[N:10][C:9]([C:17]([O:19][CH2:20][CH3:21])=[O:18])=[CH:8][C:7]2=1)([O-:3])=[O:2].[Cl:22][C:23]1[CH:24]=[C:25]([CH:28]=[CH:29][CH:30]=1)[CH2:26]Cl>>[Cl:22][C:23]1[CH:24]=[C:25]([CH:28]=[CH:29][CH:30]=1)[CH2:26][N:13]1[C:12]2[CH:11]=[N:10][C:9]([C:17]([O:19][CH2:20][CH3:21])=[O:18])=[CH:8][C:7]=2[C:6]2[C:14]1=[CH:15][CH:16]=[C:4]([N+:1]([O-:3])=[O:2])[CH:5]=2. Procedure details: The title compound was prepared by alkylation of ethyl 6-nitro-9H-β-carboline-3-carboxylate (prepared according to Settimj, et. al., J. Heterocycl. Chem., 25, 1391–1397 (1988)) with 3-chlorobenzyl chloride in a manner similar to step (a) of example 7. LCMS (APCI, M+H+): 410.1/412.1=3/1. Reactants: C(CCC)N(C(CC1=C(C=CC=C1)I)=O)CCCC (N,N-di-n-butyl-o-iodophenylacetamide), ClC1=C(N)C(=CC=C1)Cl (2,6-dichloroaniline), C([O-])([O-])=O.[K+].[K+] (potassium carbonate), cuprous iodide. The reagents and catalysts are [Cu] (copper). The solvent is C=1(C(=CC=CC1)C)C (xylene). Product: C(CCC)N(C(CC1=C(C=CC=C1)NC1=C(C=CC=C1Cl)Cl)=O)CCCC (N,N-di-n-butyl-o-(2,6-dichloroanilino)phenylacetamide). Isolated yield 81.1%. RXN SMILES: [CH2:1]([N:5]([CH2:16][CH2:17][CH2:18][CH3:19])[C:6](=[O:15])[CH2:7][C:8]1[CH:13]=[CH:12][CH:11]=[CH:10][C:9]=1I)[CH2:2][CH2:3][CH3:4].[Cl:20][C:21]1[CH:27]=[CH:26][CH:25]=[C:24]([Cl:28])[C:22]=1[NH2:23].C(=O)([O-])[O-].[K+].[K+]>C1(C)C(C)=CC=CC=1.[Cu]>[CH2:1]([N:5]([CH2:16][CH2:17][CH2:18][CH3:19])[C:6](=[O:15])[CH2:7][C:8]1[CH:13]=[CH:12][CH:11]=[CH:10][C:9]=1[NH:23][C:22]1[C:21]([Cl:20])=[CH:27][CH:26]=[CH:25][C:24]=1[Cl:28])[CH2:2][CH2:3][CH3:4] |f:2.3.4|. Procedure: A mixture of 3.5 g (0.0095 mole) of N,N-di-n-butyl-o-iodophenylacetamide, 1.70 g (0.0105 mole) of 2,6-dichloroaniline, 1.46 g (0.0104 mole) of anhydrous potassium carbonate, 1.0 g of copper powder and 1.0 g of cuprous iodide was reacted in 53 ml of xylene for 45 hours. After completion of the reaction, the post treatment was carried out in the same manner as in Example 12 to obtain 3.14 g of N,N-di-n-butyl-o-(2,6-dichloroanilino)phenylacetamide in the form of a colorless needle having a melting ...